Dataset: the Open Reaction Database (ORD), a public repository of structured organic reaction records. Task: describe an organic reaction: reactants, conditions, products, and yield Starting materials: C(CCCCCCC\C=C/CCCCCCCC)#N (oleonitrile), [OH-].[Na+] (sodium hydroxide). Reagents/catalysts: Catalyst A. Run in O (water). Reaction conditions: time 15 minute. The product is C(CCCCCCC\C=C/CCCCCCCC)N (Oleylamine). The yield is 94.0%. Reaction SMILES: [C:1](#[N:19])[CH2:2][CH2:3][CH2:4][CH2:5][CH2:6][CH2:7][CH2:8]/[CH:9]=[CH:10]\[CH2:11][CH2:12][CH2:13][CH2:14][CH2:15][CH2:16][CH2:17][CH3:18].[OH-].[Na+]>O>[CH2:1]([NH2:19])[CH2:2][CH2:3][CH2:4][CH2:5][CH2:6][CH2:7][CH2:8]/[CH:9]=[CH:10]\[CH2:11][CH2:12][CH2:13][CH2:14][CH2:15][CH2:16][CH2:17][CH3:18] |f:1.2|. Reported procedure: 300 g of oleonitrile were fed into a 1 liter autoclave and 2 g of Catalyst A, 6 g of water and 0.5 g of 48% sodium hydroxide were put thereinto. After purging with nitrogen gas, the reaction was carried out under the hydrogen pressure of 1.0 MpaG at the reaction temperature of 130° C. The reaction-finishing point was determined at the point where the hydrogen gas was no longer absorbed. The reaction system was aged further for 15 minutes. Absorption of hydrogen gas proceeded smoothly and the abs... The reactants are ClC=1C2=C(N=CN1)C=CN2CCNC(OC(C)(C)C)=O (tert-butyl 2-(4-chloro-5H-pyrrolo[3,2-d]pyrimidin-5-yl)ethylcarbamate), ClC=1C=C(N)C=CC1OC1=CC(=CC=C1)Cl (3-chloro-4-(3-chlorophenoxy)aniline), C(O)([O-])=O.[Na+] (sodium hydrogen carbonate). Run in C(C)(C)O (isopropyl alcohol). Conditions: temperature 80 celsius, time 15 hour. The product is ClC=1C=C(C=CC1OC1=CC(=CC=C1)Cl)NC=1C2=C(N=CN1)C=CN2CCNC(OC(C)(C)C)=O (tert-butyl 2-(4-{[3-chloro-4-(3-chlorophenoxy)phenyl)amino)-5H-pyrrolo[3,2-d]pyrimidin-5-yl]ethylcarbamate). Yield: 81.9%. Reaction SMILES: Cl[C:2]1[C:3]2[N:10]([CH2:11][CH2:12][NH:13][C:14](=[O:20])[O:15][C:16]([CH3:19])([CH3:18])[CH3:17])[CH:9]=[CH:8][C:4]=2[N:5]=[CH:6][N:7]=1.[Cl:21][C:22]1[CH:23]=[C:24]([CH:26]=[CH:27][C:28]=1[O:29][C:30]1[CH:35]=[CH:34][CH:33]=[C:32]([Cl:36])[CH:31]=1)[NH2:25].C(=O)([O-])O.[Na+]>C(O)(C)C>[Cl:21][C:22]1[CH:23]=[C:24]([NH:25][C:2]2[C:3]3[N:10]([CH2:11][CH2:12][NH:13][C:14](=[O:20])[O:15][C:16]([CH3:19])([CH3:18])[CH3:17])[CH:9]=[CH:8][C:4]=3[N:5]=[CH:6][N:7]=2)[CH:26]=[CH:27][C:28]=1[O:29][C:30]1[CH:35]=[CH:34][CH:33]=[C:32]([Cl:36])[CH:31]=1 |f:2.3|. Procedure details: A mixture of tert-butyl 2-(4-chloro-5H-pyrrolo[3,2-d]pyrimidin-5-yl)ethylcarbamate (1.19 g), 3-chloro-4-(3-chlorophenoxy)aniline (1.22 g) and isopropyl alcohol (12.0 mL) was stirred at 80° C. for 15 hrs. Under ice-cooling, aqueous sodium hydrogen carbonate was added, and the mixture was extracted with ethyl acetate. The organic layer washed with brine, and dried over anhydrous magnesium sulfate. The solvent was concentrated under reduced pressure, and the residue was purified by silica gel chrom... The reactants are F[B-](F)(F)F, CCN(C(C)C)C(C)C, O=C(NCc1nc2cc(Cl)ccc2[nH]1)c1ccc(C(=O)O)c(Cl)c1, Cl, O=C1CNCCN1, CN(C)C=O, CN(C)C(On1nnc2ccccc21)=[N+](C)C. Yields the product O=C1CN(C(=O)c2ccc(C(=O)NCc3nc4cc(Cl)ccc4[nH]3)cc2Cl)CCN1. Reaction SMILES: [B-:25]([F:26])([F:27])([F:28])[F:29].[CH:47]([N:48]([CH:49]([CH3:50])[CH3:51])[CH2:52][CH3:53])([CH3:54])[CH3:55].[Cl:1][c:2]1[cH:3][c:4]([C:5](=[O:6])[NH:7][CH2:8][c:9]2[n:10][c:11]3[c:12]([nH:13]2)[cH:14][cH:15][c:16]([Cl:18])[cH:17]3)[cH:19][cH:20][c:21]1[C:22](=[O:23])[OH:24].[Cl:63].[NH:56]1[C:57](=[O:62])[CH2:58][NH:59][CH2:60][CH2:61]1.[O:64]=[CH:65][N:66]([CH3:67])[CH3:68].[n:30]1([O:31][C:32]([N:33]([CH3:34])[CH3:35])=[N+:36]([CH3:37])[CH3:38])[c:39]2[cH:40][cH:41][cH:42][cH:43][c:44]2[n:45][n:46]1>>[Cl:1][c:2]1[cH:3][c:4]([C:5](=[O:6])[NH:7][CH2:8][c:9]2[n:10][c:11]3[c:12]([nH:13]2)[cH:14][cH:15][c:16]([Cl:18])[cH:17]3)[cH:19][cH:20][c:21]1[C:22](=[O:23])[N:59]1[CH2:58][C:57](=[O:62])[NH:56][CH2:61][CH2:60]1.